From a dataset of the Open Reaction Database (ORD), a public repository of structured organic reaction records. describe an organic reaction: reactants, conditions, products, and yield Reactants: CS(C)=O, CO, Cn1c(-c2ccccc2)nc(-c2ccc(C#N)cc2)c1Sc1ccc(Cl)cc1, [K+], [K+], O=C([O-])[O-], OO. The product is Cn1c(-c2ccccc2)nc(-c2ccc(C(N)=O)cc2)c1Sc1ccc(Cl)cc1. Reaction SMILES: [CH3:37][S:38]([CH3:39])=[O:40].[CH3:41][OH:42].[Cl:1][c:2]1[cH:3][cH:4][c:5]([S:8][c:9]2[c:10](-[c:21]3[cH:22][cH:23][c:24]([C:25]#[N:26])[cH:27][cH:28]3)[n:11][c:12](-[c:15]3[cH:16][cH:17][cH:18][cH:19][cH:20]3)[n:13]2[CH3:14])[cH:6][cH:7]1.[K+:31].[K+:32].[O-:33][C:34]([O-:35])=[O:36].[OH:29][OH:30]>>[Cl:1][c:2]1[cH:3][cH:4][c:5]([S:8][c:9]2[c:10](-[c:21]3[cH:22][cH:23][c:24]([C:25]([NH2:26])=[O:33])[cH:27][cH:28]3)[n:11][c:12](-[c:15]3[cH:16][cH:17][cH:18][cH:19][cH:20]3)[n:13]2[CH3:14])[cH:6][cH:7]1.